This data is from the Open Reaction Database (ORD), a public repository of structured organic reaction records. The task is: describe an organic reaction: reactants, conditions, products, and yield Reactants: C12C(C3CC(CC(C1)C3)C2)OCC2=CC(=C(C(=O)NS(=O)(=O)C)C=C2Cl)F (4-((adamantan-2-yloxy)methyl)-5-chloro-2-fluoro-N-(methylsulfonyl)benzamide), ClC=1C(=CC(=C(C(=O)NS(=O)(=O)C)C1)F)OCC1(C2CC3CC(CC1C3)C2)F (5-chloro-2-fluoro-4-((2-fluoroadamantan-2-yl)methoxy)-N-(methylsulfonyl)benzamide). Product: C1(CC1)C=1C(=CC(=C(C(=O)NS(=O)(=O)C)C1)F)OCC1(C2CC3CC(CC1C3)C2)F (5-cyclopropyl-2-fluoro-4-((2-fluoroadamantan-2-yl)methoxy)-N-(methylsulfonyl)benzamide), solid. The yield is 74.0%. RXN SMILES: [CH:1]12[CH2:10]C3CC(CC(C3)[CH:2]1OCC1C(Cl)=CC(C(NS(C)(=O)=O)=O)=C(F)C=1)C2.Cl[C:29]1[C:30]([O:43][CH2:44][C:45]2([F:55])[CH:52]3[CH2:53][CH:48]4[CH2:49][CH:50]([CH2:54][CH:46]2[CH2:47]4)[CH2:51]3)=[CH:31][C:32]([F:42])=[C:33]([CH:41]=1)[C:34]([NH:36][S:37]([CH3:40])(=[O:39])=[O:38])=[O:35]>>[CH:10]1([C:29]2[C:30]([O:43][CH2:44][C:45]3([F:55])[CH:52]4[CH2:51][CH:50]5[CH2:49][CH:48]([CH2:47][CH:46]3[CH2:54]5)[CH2:53]4)=[CH:31][C:32]([F:42])=[C:33]([CH:41]=2)[C:34]([NH:36][S:37]([CH3:40])(=[O:39])=[O:38])=[O:35])[CH2:1][CH2:2]1. Procedure: Following the procedure as described in Example 49 and making variations as required to replace 4-((adamantan-2-yloxy)methyl)-5-chloro-2-fluoro-N-(methylsulfonyl)benzamide with 5-chloro-2-fluoro-4-((2-fluoroadamantan-2-yl)methoxy)-N-(methylsulfonyl)benzamide, the title compound was obtained as a colorless solid (0.24 g, 74%): 1H NMR (300 MHz, CDCl3) δ8.77-8.65 (m, 1H), 7.63-7.56 (m, 1H), 6.68-6.58 (m, 1H), 4.30 (d, J=24.85 Hz, 2H), 3.42 (s, 3H), 2.34-2.16 (m, 4H), 2.14-2.01 (m, 1H), 1.97-1.85 (m...